Dataset: the Open Reaction Database (ORD), a public repository of structured organic reaction records. Task: describe an organic reaction: reactants, conditions, products, and yield The reactants are Fc1ccc(Br)nc1, C=C(Cc1ccc(Br)cc1)c1nc(CC(C)(C)C)cn1S(=O)(=O)N(C)C, COCCOC, CCOC(C)=O, [SnH4], c1ccc(P(c2ccccc2)(c2ccccc2)[Pd](P(c2ccccc2)(c2ccccc2)c2ccccc2)(P(c2ccccc2)(c2ccccc2)c2ccccc2)P(c2ccccc2)(c2ccccc2)c2ccccc2)cc1. Yields the product C=C(Cc1ccc(-c2ccc(F)cn2)cc1)c1nc(CC(C)(C)C)cn1S(=O)(=O)N(C)C. Reaction SMILES: [Br:1][c:2]1[n:3][cH:4][c:5]([F:8])[cH:6][cH:7]1.[Br:9][c:10]1[cH:11][cH:12][c:13]([CH2:14][C:15](=[CH2:16])[c:17]2[n:18]([S:27](=[O:28])(=[O:29])[N:30]([CH3:31])[CH3:32])[cH:19][c:20]([CH2:22][C:23]([CH3:24])([CH3:25])[CH3:26])[n:21]2)[cH:33][cH:34]1.[CH3:36][O:37][CH2:38][CH2:39][O:40][CH3:41].[CH3:42][CH2:43][O:44][C:45](=[O:46])[CH3:47].[SnH4:35].[cH:48]1[cH:49][cH:50][c:51]([P:52]([Pd:53]([P:54]([c:55]2[cH:56][cH:57][cH:58][cH:59][cH:60]2)([c:61]2[cH:62][cH:63][cH:64][cH:65][cH:66]2)[c:67]2[cH:68][cH:69][cH:70][cH:71][cH:72]2)([P:73]([c:74]2[cH:75][cH:76][cH:77][cH:78][cH:79]2)([c:80]2[cH:81][cH:82][cH:83][cH:84][cH:85]2)[c:86]2[cH:87][cH:88][cH:89][cH:90][cH:91]2)[P:92]([c:93]2[cH:94][cH:95][cH:96][cH:97][cH:98]2)([c:99]2[cH:100][cH:101][cH:102][cH:103][cH:104]2)[c:105]2[cH:106][cH:107][cH:108][cH:109][cH:110]2)([c:111]2[cH:112][cH:113][cH:114][cH:115][cH:116]2)[c:117]2[cH:118][cH:119][cH:120][cH:121][cH:122]2)[cH:123][cH:124]1>>[c:2]1(-[c:10]2[cH:11][cH:12][c:13]([CH2:14][C:15](=[CH2:16])[c:17]3[n:18]([S:27](=[O:28])(=[O:29])[N:30]([CH3:31])[CH3:32])[cH:19][c:20]([CH2:22][C:23]([CH3:24])([CH3:25])[CH3:26])[n:21]3)[cH:33][cH:34]2)[n:3][cH:4][c:5]([F:8])[cH:6][cH:7]1.